Dataset: the Open Reaction Database (ORD), a public repository of structured organic reaction records. Task: describe an organic reaction: reactants, conditions, products, and yield Starting materials: OCC(=O)O (hydroxyacetic acid), C1(CCCCC1)N=C=NC1CCCCC1 (dicyclohexylcarbodiimide), Cl.C(C)OC([C@@H](N)C)=O ((L)-alanine ethyl ester hydrochloride), N1C=NC=C1 (imidazole). Solvent: C(C)#N (acetonitrile), C1(=CC=CC=C1)C (toluene). Product: C(C)OC([C@@H](NC(CO)=O)C)=O (N-(hydroxyacetyl)alanine ethyl ester). The yield is 61.0%. As a reaction SMILES: [OH:1][CH2:2][C:3](O)=[O:4].C1(N=C=NC2CCCCC2)CCCCC1.Cl.[CH2:22]([O:24][C:25](=[O:29])[C@H:26]([CH3:28])[NH2:27])[CH3:23].N1C=CN=C1>C(#N)C.C1(C)C=CC=CC=1>[CH2:22]([O:24][C:25](=[O:29])[C@H:26]([CH3:28])[NH:27][C:2](=[O:1])[CH2:3][OH:4])[CH3:23] |f:2.3|. Reported procedure: One equivalent each of hydroxyacetic acid (10.0 g), dicyclohexylcarbodiimide, (L)-alanine ethyl ester hydrochloride and imidazole was stirred in 500 mL acetonitrile. The reaction mixture, initially at 0° C. was allowed to warm to room temperature overnight and then heated at 65° C. for 2 hours. After the addition of an equal volume of toluene, the reaction mixture was filtered and the solvent removed by rotovaping from the filtrate to give crude product. An aliquot of the crude product was chrom... Reactants: Nc1ncccc1Br, O=C([O-])[O-], COCCOC, Cc1cc(B2OC(C)(C)C(C)(C)O2)ccc1-c1ccccc1, [Na+], [Na+], O, O, O, O, O, O, O, O, O, O, O, c1ccc(P(c2ccccc2)(c2ccccc2)[Pd](P(c2ccccc2)(c2ccccc2)c2ccccc2)(P(c2ccccc2)(c2ccccc2)c2ccccc2)P(c2ccccc2)(c2ccccc2)c2ccccc2)cc1. Yields the product Cc1cc(-c2cccnc2N)ccc1-c1ccccc1. RXN SMILES: [Br:1][c:2]1[c:3]([NH2:8])[n:4][cH:5][cH:6][cH:7]1.[C:41](=[O:42])([O-:43])[O-:44].[CH3:47][O:48][CH2:49][CH2:50][O:51][CH3:52].[CH3:9][C:10]1([CH3:11])[C:12]([CH3:13])([CH3:14])[O:15][B:16]([c:17]2[cH:18][c:19]([CH3:29])[c:20](-[c:23]3[cH:24][cH:25][cH:26][cH:27][cH:28]3)[cH:21][cH:22]2)[O:30]1.[Na+:45].[Na+:46].[OH2:31].[OH2:32].[OH2:33].[OH2:34].[OH2:35].[OH2:36].[OH2:37].[OH2:38].[OH2:39].[OH2:40].[OH2:53].[cH:54]1[cH:55][cH:56][c:57]([P:58]([Pd:59]([P:60]([c:61]2[cH:62][cH:63][cH:64][cH:65][cH:66]2)([c:67]2[cH:68][cH:69][cH:70][cH:71][cH:72]2)[c:73]2[cH:74][cH:75][cH:76][cH:77][cH:78]2)([P:79]([c:80]2[cH:81][cH:82][cH:83][cH:84][cH:85]2)([c:86]2[cH:87][cH:88][cH:89][cH:90][cH:91]2)[c:92]2[cH:93][cH:94][cH:95][cH:96][cH:97]2)[P:98]([c:99]2[cH:100][cH:101][cH:102][cH:103][cH:104]2)([c:105]2[cH:106][cH:107][cH:108][cH:109][cH:110]2)[c:111]2[cH:112][cH:113][cH:114][cH:115][cH:116]2)([c:117]2[cH:118][cH:119][cH:120][cH:121][cH:122]2)[c:123]2[cH:124][cH:125][cH:126][cH:127][cH:128]2)[cH:129][cH:130]1>>[c:2]1(-[c:17]2[cH:18][c:19]([CH3:29])[c:20](-[c:23]3[cH:24][cH:25][cH:26][cH:27][cH:28]3)[cH:21][cH:22]2)[c:3]([NH2:8])[n:4][cH:5][cH:6][cH:7]1. The reactants are C1(=CC2=C1C=CC=C2)CN2CCC(CC2)N(C(OCC(C)C)=O)C (isobutyl N-[1-(benzocyclobuten-1-ylmethyl)-piperid-4-yl]-N-methylcarbamate), C(\C=C\C(=O)O)(=O)O (fumaric acid). Product: C(\C=C\C(=O)O)(=O)O.C1(=CC2=C1C=CC=C2)CN2CCC(CC2)N(C(OCC(C)C)=O)C (Isobutyl N-[1-(benzocyclobuten-1-ylmethyl)-piperid-4-yl]-N-methylcarbamate fumarate). Solvent: C(C)O (ethanol). RXN SMILES: [C:1]1([CH2:9][N:10]2[CH2:15][CH2:14][CH:13]([N:16]([CH3:24])[C:17](=[O:23])[O:18][CH2:19][CH:20]([CH3:22])[CH3:21])[CH2:12][CH2:11]2)[C:4]2[CH:5]=[CH:6][CH:7]=[CH:8][C:3]=2[CH:2]=1.[C:25]([OH:32])(=[O:31])/[CH:26]=[CH:27]/[C:28]([OH:30])=[O:29]>C(O)C>[C:25]([OH:32])(=[O:31])/[CH:26]=[CH:27]/[C:28]([OH:30])=[O:29].[C:1]1([CH2:9][N:10]2[CH2:11][CH2:12][CH:13]([N:16]([CH3:24])[C:17](=[O:23])[O:18][CH2:19][CH:20]([CH3:22])[CH3:21])[CH2:14][CH2:15]2)[C:4]2[CH:5]=[CH:6][CH:7]=[CH:8][C:3]=2[CH:2]=1 |f:3.4|. Reported procedure: The isobutyl N-[1-(benzocyclobuten-1-ylmethyl)-piperid-4-yl]-N-methylcarbamate so obtained is then converted into a salt with an appropriate amount of fumaric acid in ethanol. Starting materials: S(O)(O)(=O)=O (sulfuric acid), [N+](=O)([O-])C(C(O)C1=CC=C(C=C1)C(C)(C)C)C (2-Nitro-1-(p-tert-butylphenyl)-1-propanol), C1(=CC=CC=C1)OCC (phenetole), ( m ), [K+].[Br-] (KBr), ( m ), ( s ), ( m ), ( m ), ( s ). Solvent: 732g. Reaction conditions: temperature 50 celsius. The product is C(C)(C)(C)C1=CC=C(C=C1)C(C(C)[N+](=O)[O-])C1=CC=C(C=C1)OCC (1-(p-tert-Butylphenyl)-1-(p-ethoxyphenyl)-2-nitropropane). RXN SMILES: S(=O)(=O)(O)O.[N+:6]([CH:9]([CH3:22])[CH:10]([C:12]1[CH:17]=[CH:16][C:15]([C:18]([CH3:21])([CH3:20])[CH3:19])=[CH:14][CH:13]=1)O)([O-:8])=[O:7].[C:23]1([O:29][CH2:30][CH3:31])[CH:28]=[CH:27][CH:26]=[CH:25][CH:24]=1.[K+].[Br-]>>[C:18]([C:15]1[CH:16]=[CH:17][C:12]([CH:10]([C:26]2[CH:27]=[CH:28][C:23]([O:29][CH2:30][CH3:31])=[CH:24][CH:25]=2)[CH:9]([N+:6]([O-:8])=[O:7])[CH3:22])=[CH:13][CH:14]=1)([CH3:21])([CH3:20])[CH3:19] |f:3.4|. Reported procedure: A 1.0 kg portion of 80% sulfuric acid was added dropwise to a solution of 237g of Example 2 in 732g of phenetole and the mixture was heated to 50° C for 2 hr. The acid layer was removed and the organic phase was diluted with ether. The ethereal solution was washed with water and with saturated sodium bicarbonate, dried over magnesium sulfate and evaporated. The crude residue which weighed 322g was triturated with 30/60 pet ether and recrystallized from isopropyl alcohol to afford a pure, white s... The reactants are COC(=O)C=1N=CC=2NC3=CC=C(C=C3C2C1)OC1=NC=C(C=C1)[N+](=O)[O-] (6-(5-nitro-2-pyridyloxy)-β-carboline-3-carboxylic acid methyl ester). The reagents and catalysts are [Pd] (Pd-C). Run in CO (methanol). The product is COC(=O)C=1N=CC=2NC3=CC=C(C=C3C2C1)OC1=NC=C(C=C1)N (6-(5-Amino-2-pyridyloxy)-β-carboline-3-carboxylic Acid Methyl Ester). RXN SMILES: [CH3:1][O:2][C:3]([C:5]1[N:6]=[CH:7][C:8]2[NH:9][C:10]3[C:15]([C:16]=2[CH:17]=1)=[CH:14][C:13]([O:18][C:19]1[CH:24]=[CH:23][C:22]([N+:25]([O-])=O)=[CH:21][N:20]=1)=[CH:12][CH:11]=3)=[O:4]>CO.[Pd]>[CH3:1][O:2][C:3]([C:5]1[N:6]=[CH:7][C:8]2[NH:9][C:10]3[C:15]([C:16]=2[CH:17]=1)=[CH:14][C:13]([O:18][C:19]1[CH:24]=[CH:23][C:22]([NH2:25])=[CH:21][N:20]=1)=[CH:12][CH:11]=3)=[O:4]. Procedure: A suspension of 3.65 g of 6-(5-nitro-2-pyridyloxy)-β-carboline-3-carboxylic acid methyl ester and 0.5 g of Pd-C (10%) in 100 ml of methanol is hydrogenated at room temperature and under normal pressure. After absorption of the stoichiometric amount of hydrogen, the mixture is filtered and concentrated. The residue is crystallized from methanol/diethyl ether, yielding 2.84 g (85%). Product: CCOc1c(-c2cccc3sc(C(C)=CC(=O)O)cc23)cc(C(C)C)cc1C(C)C. RXN SMILES: [CH2:1]([CH3:2])[O:3][C:4]([CH:5]=[C:6]([CH3:7])[c:8]1[cH:9][c:10]2[c:11]([s:12]1)[cH:13][cH:14][cH:15][c:16]2-[c:17]1[c:18]([O:29][CH2:30][CH3:31])[c:19]([CH:26]([CH3:27])[CH3:28])[cH:20][c:21]([CH:23]([CH3:24])[CH3:25])[cH:22]1)=[O:32].[CH2:33]1[O:34][CH2:35][CH2:36][CH2:37]1.[CH3:40][OH:41].[Li+:39].[OH-:38]>>[O:3]=[C:4]([CH:5]=[C:6]([CH3:7])[c:8]1[cH:9][c:10]2[c:11]([s:12]1)[cH:13][cH:14][cH:15][c:16]2-[c:17]1[c:18]([O:29][CH2:30][CH3:31])[c:19]([CH:26]([CH3:27])[CH3:28])[cH:20][c:21]([CH:23]([CH3:24])[CH3:25])[cH:22]1)[OH:32]. Reactants: CCOC(=O)C=C(C)c1cc2c(-c3cc(C(C)C)cc(C(C)C)c3OCC)cccc2s1, C1CCOC1, CO, [Li+], [OH-]. Reactants: COC(CC1=CN(C2=CC=CC=C12)COCC[Si](C)(C)C)=O ([1-(2-trimethylsilanyl-ethoxymethyl)-1H-indol-3yl]-acetic acid methyl ester), BrCCC1=NN(C(=C1)C1=CC=C(C=C1)C)C1=CC=C(C=C1)OC (3-bromoethyl-1-(4-methoxy-phenyl)-5-p-tolyl-1H-pyrazole), [H-].[Na+] (sodium hydride). Solvent: CN(C)C=O (DMF). Yields the product COC(C(CC1=NN(C(=C1)C1=CC=C(C=C1)C)C1=CC=C(C=C1)OC)C1=CN(C2=CC=CC=C12)COCC[Si](C)(C)C)=O (3-[1-(4-methoxy-phenyl)-5-p-tolyl-1H-pyrazol-3-yl]-2-[1-(2-trimethylsilanyl-ethoxymethyl)-1H-indol-3-yl]-propionic acid methyl ester). Isolated yield 83.9%. As a reaction SMILES: [CH3:1][O:2][C:3](=[O:22])[CH2:4][C:5]1[C:13]2[C:8](=[CH:9][CH:10]=[CH:11][CH:12]=2)[N:7]([CH2:14][O:15][CH2:16][CH2:17][Si:18]([CH3:21])([CH3:20])[CH3:19])[CH:6]=1.BrC[CH2:25][C:26]1[CH:30]=[C:29]([C:31]2[CH:36]=[CH:35][C:34]([CH3:37])=[CH:33][CH:32]=2)[N:28]([C:38]2[CH:43]=[CH:42][C:41]([O:44][CH3:45])=[CH:40][CH:39]=2)[N:27]=1.[H-].[Na+]>CN(C=O)C>[CH3:1][O:2][C:3](=[O:22])[CH:4]([C:5]1[C:13]2[C:8](=[CH:9][CH:10]=[CH:11][CH:12]=2)[N:7]([CH2:14][O:15][CH2:16][CH2:17][Si:18]([CH3:20])([CH3:19])[CH3:21])[CH:6]=1)[CH2:25][C:26]1[CH:30]=[C:29]([C:31]2[CH:32]=[CH:33][C:34]([CH3:37])=[CH:35][CH:36]=2)[N:28]([C:38]2[CH:43]=[CH:42][C:41]([O:44][CH3:45])=[CH:40][CH:39]=2)[N:27]=1 |f:2.3|. Procedure details: The title compound was synthesized via Method 2 from [1-(2-trimethylsilanyl-ethoxymethyl)-1H-indol-3yl]-acetic acid methyl ester (Step A, 0.17 g, 0.56 mmol), 3-bromoethyl-1-(4-methoxy-phenyl)-5-p-tolyl-1H-pyrazole (Method 1 pyrazole bromide, 0.10 g, 0.28 mmol), sodium hydride (22 mg, 0.56 mmol) and DMF (4.0 mL), yielding 140 mg (84%) of 3-[1-(4-methoxy-phenyl)-5-p-tolyl-1H-pyrazol-3-yl]-2-[1-(2-trimethylsilanyl-ethoxymethyl)-1H-indol-3-yl]-propionic acid methyl ester. HPLC: Rt=3.91 (Method B). M... The reactants are N1=CNC2=C1C=CC(=C2)C(=O)NN (benzimidazol-5-carbohydrazide), C(C1=CC=CC=C1)N=C=S (benzylisothiocyanate). Product: N1C=NC2=C1C=CC(=C2)C=2N(C(NN2)=S)CC2=CC=CC=C2 (5-(1H-Benzo[d]imidazol-5-yl)-4-benzyl-2H-1,2,4-triazole-3(4H)-thione). RXN SMILES: [N:1]1[C:5]2[CH:6]=[CH:7][C:8]([C:10]([NH:12][NH2:13])=O)=[CH:9][C:4]=2[NH:3][CH:2]=1.[CH2:14]([N:21]=[C:22]=[S:23])[C:15]1[CH:20]=[CH:19][CH:18]=[CH:17][CH:16]=1>>[NH:1]1[C:5]2[CH:6]=[CH:7][C:8]([C:10]3[N:21]([CH2:14][C:15]4[CH:20]=[CH:19][CH:18]=[CH:17][CH:16]=4)[C:22](=[S:23])[NH:13][N:12]=3)=[CH:9][C:4]=2[N:3]=[CH:2]1. Procedure details: The compound was synthesized starting from benzimidazol-5-carbohydrazide (176 mg; 1 mmol) and benzylisothiocyanate (0.149 g; 0.13 ml; 1 mmol); Yield: 0.052 g (17%); MS m/z: 308.3 [M+H]+; 1H-NMR (DMSO d6, 400 MHz): δ 5.33 (s, 2H); 6.97-6.99 (m, 2H); 7.15-7.22 (m, 3H); 7.44 (dd, 1H, 4J=1.7 Hz, 3J=8.7 Hz); 7.71 (d, 1H, 3J=8.7 Hz), 7.81 (br s, 1H); 8.79 (s, 1H); 14.08 (s, 1H); HPLC (METHOD [A]): rt 10.47 min (100%)